describe an organic reaction: reactants, conditions, products, and yield From a dataset of the Open Reaction Database (ORD), a public repository of structured organic reaction records. Reactants: [BH4-], CO, CC12CC(F)C3c4ccc(O)cc4CC(CCCCCN4CCCC4)C3C1CCC2=O, [Na+]. The product is CC12CC(F)C3c4ccc(O)cc4CC(CCCCCN4CCCC4)C3C1CCC2O. As a reaction SMILES: [BH4-:32].[CH3:34][OH:35].[F:1][CH:2]1[CH:3]2[c:4]3[cH:5][cH:6][c:7]([OH:31])[cH:8][c:9]3[CH2:10][CH:11]([CH2:21][CH2:22][CH2:23][CH2:24][CH2:25][N:26]3[CH2:27][CH2:28][CH2:29][CH2:30]3)[CH:12]2[CH:13]2[CH2:14][CH2:15][C:16](=[O:20])[C:17]2([CH3:18])[CH2:19]1.[Na+:33]>>[F:1][CH:2]1[CH:3]2[c:4]3[cH:5][cH:6][c:7]([OH:31])[cH:8][c:9]3[CH2:10][CH:11]([CH2:21][CH2:22][CH2:23][CH2:24][CH2:25][N:26]3[CH2:27][CH2:28][CH2:29][CH2:30]3)[CH:12]2[CH:13]2[CH2:14][CH2:15][CH:16]([OH:20])[C:17]2([CH3:18])[CH2:19]1. The reactants are O=C(O)c1c2nc3ccccc3c-2[nH]c2ccc(F)cc12, c1ccc(Oc2ccccc2)cc1. Product: Fc1ccc2[nH]c3c4ccccc4nc-3cc2c1. As a reaction SMILES: [F:1][c:2]1[cH:3][c:4]2[c:5]([C:19]([OH:20])=[O:21])[c:6]3[n:7][c:8]4[cH:9][cH:10][cH:11][cH:12][c:13]4[c:14]-3[nH:15][c:16]2[cH:17][cH:18]1.[O:22]([c:23]1[cH:24][cH:25][cH:26][cH:27][cH:28]1)[c:29]1[cH:30][cH:31][cH:32][cH:33][cH:34]1>>[F:1][c:2]1[cH:3][c:4]2[cH:5][c:6]3[n:7][c:8]4[cH:9][cH:10][cH:11][cH:12][c:13]4[c:14]-3[nH:15][c:16]2[cH:17][cH:18]1.